Dataset: the Open Reaction Database (ORD), a public repository of structured organic reaction records. Task: describe an organic reaction: reactants, conditions, products, and yield Reactants: [N+](=O)([O-])C1=CC=C(COC(=O)N2C[C@@H](CC2)NC(=O)[C@H]2N(C[C@H](C2)SC=2[C@@H]([C@H]3N(C2C(=O)OCC2=CC=C(C=C2)[N+](=O)[O-])C([C@@H]3[C@@H](C)O)=O)C)C(=O)OCC3=CC=C(C=C3)[N+](=O)[O-])C=C1 (4-nitrobenzyl (1R, 5S, 6S)-2-{(2S, 4S)-2-[(3R)-1-(4-nitrobenzyloxycarbonyl)pyrrolidin-3-ylaminocarbonyl]-1-(4-nitrobenzyloxycarbonyl)pyrrolidin-4-ylthio}-6-[(1R)-1-hydroxyethyl]-1-methyl-1-carbapen-2-em-3-carboxylate), Cl (hydrochloric acid). Solvent: O1CCCC1 (tetrahydrofuran), O (water). The product is Cl.N1C[C@@H](CC1)NC(=O)[C@H]1NC[C@H](C1)SC=1[C@@H]([C@H]2N(C1C(=O)O)C([C@@H]2[C@@H](C)O)=O)C ((1R, 5S, 6S)-2-{(2S, 4S)2-[(3R)-Pyrrolidin-3-yl-aminocarbonyl]pyrrolidin-4-ylthio}-6-[(1R)-1-hydroxyethyl]-1-methyl-1-carbapen-2-em-3-carboxylic acid hydrochloride). Reaction SMILES: [N+](C1C=CC(COC([N:12]2[CH2:16][CH2:15][C@@H:14]([NH:17][C:18]([C@@H:20]3[CH2:24][C@H:23]([S:25][C:26]4[C@H:27]([CH3:50])[C@@H:28]5[C@@H:45]([C@H:46]([OH:48])[CH3:47])[C:44](=[O:49])[N:29]5[C:30]=4[C:31]([O:33]CC4C=CC([N+]([O-])=O)=CC=4)=[O:32])[CH2:22][N:21]3C(OCC3C=CC([N+]([O-])=O)=CC=3)=O)=[O:19])[CH2:13]2)=O)=CC=1)([O-])=O.[ClH:66]>O1CCCC1.O>[ClH:66].[NH:12]1[CH2:16][CH2:15][C@@H:14]([NH:17][C:18]([C@@H:20]2[CH2:24][C@H:23]([S:25][C:26]3[C@H:27]([CH3:50])[C@@H:28]4[C@@H:45]([C@H:46]([OH:48])[CH3:47])[C:44](=[O:49])[N:29]4[C:30]=3[C:31]([OH:33])=[O:32])[CH2:22][NH:21]2)=[O:19])[CH2:13]1 |f:4.5|. Procedure details: 500 mg of 4-nitrobenzyl (1R, 5S, 6S)-2-{(2S, 4S)-2-[(3R)-1-(4-nitrobenzyloxycarbonyl)pyrrolidin-3-ylaminocarbonyl]-1-(4-nitrobenzyloxycarbonyl)pyrrolidin-4-ylthio}-6-[(1R)-1-hydroxyethyl]-1-methyl-1-carbapen-2-em-3-carboxylate [prepared as described in step (a) above] were dissolved in 20 ml of a 1:1 by volume mixture of tetrahydrofuran and water, after which 0.47 ml of 1N aqueous hydrochloric acid was added, and the mixture was hydrogenated by bubbling hydrogen through it at room temperature fo... Reactants: ( a ), solution, CN (methylamine), C(#N)N(C(SC)=N)C(C1=C(C=CC=C1)C)C1=NC=CC=C1 (N-cyano-S-methyl-N-[α-(2-pyridyl)orthomethylbenzyl]isothiourea). The solvent is C(C)O (ethanol), C(C)O (ethanol). The product is subject material, C(#N)N(C(=N)NC)C(C1=C(C=CC=C1)C)C1=NC=CC=C1 (N-cyano-N'-methyl-N-[α-(2-pyridyl)orthomethylbenzyl]guanidine). Yield: 85.0%. As a reaction SMILES: [C:1]([N:3]([CH:8]([C:16]1[CH:21]=[CH:20][CH:19]=[CH:18][N:17]=1)[C:9]1[CH:14]=[CH:13][CH:12]=[CH:11][C:10]=1[CH3:15])[C:4](=[NH:7])SC)#[N:2].[CH3:22][NH2:23]>C(O)C>[C:1]([N:3]([CH:8]([C:16]1[CH:21]=[CH:20][CH:19]=[CH:18][N:17]=1)[C:9]1[CH:14]=[CH:13][CH:12]=[CH:11][C:10]=1[CH3:15])[C:4]([NH:23][CH3:22])=[NH:7])#[N:2]. Procedure: A mixture consisting of 5.9 g (0.02 mol) of N-cyano-S-methyl-N-[α-(2-pyridyl)orthomethylbenzyl]isothiourea prepared in (a), 30 ml of 20% solution of methylamine in ethanol and 70 ml of ethanol was prepared and reacted at room temperature overnight. The reaction solution was concentrated under a reduced pressure. The residue was recrystallized from ethyl acetate to produce 4.7 g of the subject material, N-cyano-N'-methyl-N-[α-(2-pyridyl)orthomethylbenzyl]guanidine (yield: 85.0%). The reactants are O=C(Cl)CBr, [Na+], O=C([O-])O, OCc1cccs1, c1ccsc1, c1ccccc1. The product is O=C(CBr)OCc1cccs1. Reaction SMILES: [Br:1][CH2:2][C:3](=[O:4])[Cl:5].[Na+:17].[O-:13][C:14]([OH:15])=[O:16].[OH:6][CH2:7][c:8]1[s:9][cH:10][cH:11][cH:12]1.[cH:18]1[cH:19][s:20][cH:21][cH:22]1.[cH:23]1[cH:24][cH:25][cH:26][cH:27][cH:28]1>>[Br:1][CH2:2][C:3](=[O:4])[O:6][CH2:7][c:8]1[s:9][cH:10][cH:11][cH:12]1.